From a dataset of the Open Reaction Database (ORD), a public repository of structured organic reaction records. describe an organic reaction: reactants, conditions, products, and yield Starting materials: [BH3-]C#N, CC(=O)O, CC(OCC1(c2ccc(F)cc2)CCN(C(=O)OC(C)(C)C)CC1)c1cc(Cl)cc2cn(C3CC3)nc12, [Na+], O=C(O)C(F)(F)F. Yields the product CC(OCC1(c2ccc(F)cc2)CCN(C)CC1)c1cc(Cl)cc2cn(C3CC3)nc12. As a reaction SMILES: [C:38]([BH3-:39])#[N:40].[CH3:42][C:43](=[O:44])[OH:45].[Cl:1][c:2]1[cH:3][c:4]2[cH:5][n:6]([CH:35]3[CH2:36][CH2:37]3)[n:7][c:8]2[c:9]([CH:11]([CH3:12])[O:13][CH2:14][C:15]2([c:28]3[cH:29][cH:30][c:31]([F:34])[cH:32][cH:33]3)[CH2:16][CH2:17][N:18]([C:21]([O:22][C:23]([CH3:24])([CH3:25])[CH3:26])=[O:27])[CH2:19][CH2:20]2)[cH:10]1.[Na+:41].[OH:46][C:47]([C:48]([F:49])([F:50])[F:51])=[O:52]>>[Cl:1][c:2]1[cH:3][c:4]2[cH:5][n:6]([CH:35]3[CH2:36][CH2:37]3)[n:7][c:8]2[c:9]([CH:11]([CH3:12])[O:13][CH2:14][C:15]2([c:28]3[cH:29][cH:30][c:31]([F:34])[cH:32][cH:33]3)[CH2:16][CH2:17][N:18]([CH3:21])[CH2:19][CH2:20]2)[cH:10]1. Starting materials: [Al+3], C1CCOC1, COC(=O)c1ccc(Cl)cc1O, [H-], [H-], [H-], [H-], [Li+], O. Yields the product OCc1ccc(Cl)cc1O. As a reaction SMILES: [Al+3:2].[CH2:20]1[O:21][CH2:22][CH2:23][CH2:24]1.[Cl:7][c:8]1[cH:9][c:10]([OH:18])[c:11]([C:12](=[O:13])[O:14][CH3:15])[cH:16][cH:17]1.[H-:1].[H-:4].[H-:5].[H-:6].[Li+:3].[OH2:19]>>[Cl:7][c:8]1[cH:9][c:10]([OH:18])[c:11]([CH2:12][OH:13])[cH:16][cH:17]1. The reactants are TEA, O (water), C1(=CC=CC=C1)S(=O)(=O)Cl (benzenesulphonyl chloride), O=C(CNC(=O)C1=CC=C(C=C1)C1=CC=CC=C1)N1CCNCC1 (biphenyl-4-carboxylicacid (2-oxo-2-piperazin-1-yl-ethyl)-amide). Solvent: C(Cl)Cl (DCM). Conditions: time 8 hour. Product: C1(=CC=CC=C1)S(=O)(=O)N1CCN(CC1)C(CNC(=O)C1=CC=C(C=C1)C1=CC=CC=C1)=O (biphenyl-4-carboxylicacid {2-[4-benzene sulfonyl-piperazin-1-yl]-2-oxo-ethyl}-amide). The yield is 31.3%. RXN SMILES: [C:1]1([S:7](Cl)(=[O:9])=[O:8])[CH:6]=[CH:5][CH:4]=[CH:3][CH:2]=1.[O:11]=[C:12]([N:29]1[CH2:34][CH2:33][NH:32][CH2:31][CH2:30]1)[CH2:13][NH:14][C:15]([C:17]1[CH:22]=[CH:21][C:20]([C:23]2[CH:28]=[CH:27][CH:26]=[CH:25][CH:24]=2)=[CH:19][CH:18]=1)=[O:16].O>C(Cl)Cl>[C:1]1([S:7]([N:32]2[CH2:31][CH2:30][N:29]([C:12](=[O:11])[CH2:13][NH:14][C:15]([C:17]3[CH:22]=[CH:21][C:20]([C:23]4[CH:28]=[CH:27][CH:26]=[CH:25][CH:24]=4)=[CH:19][CH:18]=3)=[O:16])[CH2:34][CH2:33]2)(=[O:9])=[O:8])[CH:6]=[CH:5][CH:4]=[CH:3][CH:2]=1. Procedure details: TEA (62.57 mg, 062 mmol) followed by benzenesulphonyl chloride (54.6 mg, 0.31 mmol) were added at to 0° C. to biphenyl-4-carboxylicacid (2-oxo-2-piperazin-1-yl-ethyl)-amide (100 mg, 0.31 mmol) in DCM (4 mL). The resulting mixture was stirred at room temperature overnight. Cold water was then added and the product extracted with DCM. The organic layer was separated, washed with 10% HCl solution, saturated NaHCO3 solution and brine, dried over sodium sulphate and concentrated. The resulting residu... Reactants: CO, CCO, CN(C)c1ccc(CCOc2ccc(C3=NC(=Cc4ccc(OC(F)(F)F)cc4)C(=O)O3)cc2)cc1, NCCO. Product: CN(C)c1ccc(CCOc2ccc(C(=O)NC(=Cc3ccc(OC(F)(F)F)cc3)C(=O)NCCO)cc2)cc1. As a reaction SMILES: [CH3:44][OH:45].[CH3:5][CH2:6][OH:7].[CH3:8][N:9]([c:10]1[cH:11][cH:12][c:13]([CH2:16][CH2:17][O:18][c:19]2[cH:20][cH:21][c:22]([C:25]3=[N:29][C:28](=[CH:30][c:31]4[cH:32][cH:33][c:34]([O:37][C:38]([F:39])([F:40])[F:41])[cH:35][cH:36]4)[C:27](=[O:42])[O:26]3)[cH:23][cH:24]2)[cH:14][cH:15]1)[CH3:43].[NH2:1][CH2:2][CH2:3][OH:4]>>[NH:1]([CH2:2][CH2:3][OH:4])[C:27]([C:28]([NH:29][C:25]([c:22]1[cH:21][cH:20][c:19]([O:18][CH2:17][CH2:16][c:13]2[cH:12][cH:11][c:10]([N:9]([CH3:8])[CH3:43])[cH:15][cH:14]2)[cH:24][cH:23]1)=[O:26])=[CH:30][c:31]1[cH:32][cH:33][c:34]([O:37][C:38]([F:39])([F:40])[F:41])[cH:35][cH:36]1)=[O:42]. The reactants are C(C)(=O)O (acetic acid), C(CCC)C1=NC2=C(N1CC1=CC=C(C=C1)C=1C(=CC=CC1)C(=O)OC)C=CC(=C2)C(CCC(=O)OC)=O (methyl 4'-[[2-n-butyl-5-(3-methoxycarbonyl-propionyl)-benzimidazol-1-yl]-methyl]biphenyl-2-carboxylate), [OH-].[Na+] (sodium hydroxide), O (water). Solvent: C(C)O (ethanol). Reaction conditions: time 1 hour. Product: C(CCC)C1=NC2=C(N1CC1=CC=C(C=C1)C=1C(=CC=CC1)C(=O)O)C=CC(=C2)C(CCC(=O)O)=O (4'-[[2-n-Butyl-5-(3-carboxy-propionyl)-benzimidazol-1-yl]-methyl]biphenyl-2-carboxylic acid). Reaction SMILES: [CH2:1]([C:5]1[N:9]([CH2:10][C:11]2[CH:16]=[CH:15][C:14]([C:17]3[C:18]([C:23]([O:25]C)=[O:24])=[CH:19][CH:20]=[CH:21][CH:22]=3)=[CH:13][CH:12]=2)[C:8]2[CH:27]=[CH:28][C:29]([C:31](=[O:38])[CH2:32][CH2:33][C:34]([O:36]C)=[O:35])=[CH:30][C:7]=2[N:6]=1)[CH2:2][CH2:3][CH3:4].[OH-].[Na+].O.C(O)(=O)C>C(O)C>[CH2:1]([C:5]1[N:9]([CH2:10][C:11]2[CH:16]=[CH:15][C:14]([C:17]3[C:18]([C:23]([OH:25])=[O:24])=[CH:19][CH:20]=[CH:21][CH:22]=3)=[CH:13][CH:12]=2)[C:8]2[CH:27]=[CH:28][C:29]([C:31](=[O:38])[CH2:32][CH2:33][C:34]([OH:36])=[O:35])=[CH:30][C:7]=2[N:6]=1)[CH2:2][CH2:3][CH3:4] |f:1.2|. Procedure details: A solution of 200 mg (0.39 mMol) of methyl 4'-[[2-n-butyl-5-(3-methoxycarbonyl-propionyl)-benzimidazol-1-yl]-methyl]biphenyl-2-carboxylate and 0.75 ml of sodium hydroxide solution in 4 ml of ethanol is stirred for 2 hours at 75° C., then mixed with 40 ml of water and acidified with glacial acetic acid. The alcohol is then distilled off, the resulting mixture is stirred for one hour at ambient temperature, the product precipitated is suction filtered, washed with 10 ml of water and dried. The reactants are CC(NC1=NC(=O)C(C)(C(F)(F)F)S1)c1ccc(Br)cc1, N#C[Cu], CN(C)C=O. The product is CC(NC1=NC(=O)C(C)(C(F)(F)F)S1)c1ccc(C#N)cc1. RXN SMILES: [Br:4][c:5]1[cH:6][cH:7][c:8]([CH:11]([CH3:12])[NH:13][C:14]2=[N:18][C:17](=[O:19])[C:16]([C:20]([F:21])([F:22])[F:23])([CH3:24])[S:15]2)[cH:9][cH:10]1.[Cu:1][C:2]#[N:3].[O:25]=[CH:26][N:27]([CH3:28])[CH3:29]>>[C:2](#[N:3])[c:5]1[cH:6][cH:7][c:8]([CH:11]([CH3:12])[NH:13][C:14]2=[N:18][C:17](=[O:19])[C:16]([C:20]([F:21])([F:22])[F:23])([CH3:24])[S:15]2)[cH:9][cH:10]1.